From a dataset of the Open Reaction Database (ORD), a public repository of structured organic reaction records. describe an organic reaction: reactants, conditions, products, and yield The reactants are CCO, O=[N+]([O-])c1ccc2[nH]c(-c3ccccn3)cc2c1, O. The product is Nc1ccc2[nH]c(-c3ccccn3)cc2c1. RXN SMILES: [CH3:20][CH2:21][OH:22].[N+:1]([O-:2])(=[O:3])[c:4]1[cH:5][c:6]2[cH:7][c:8](-[c:13]3[n:14][cH:15][cH:16][cH:17][cH:18]3)[nH:9][c:10]2[cH:11][cH:12]1.[OH2:19]>>[NH2:1][c:4]1[cH:5][c:6]2[cH:7][c:8](-[c:13]3[n:14][cH:15][cH:16][cH:17][cH:18]3)[nH:9][c:10]2[cH:11][cH:12]1.